This data is from the Open Reaction Database (ORD), a public repository of structured organic reaction records. The task is: describe an organic reaction: reactants, conditions, products, and yield Starting materials: C#C[Si](C)(C)C, Ic1cccc(C2CN3CCCC3c3cc(OCCCN4CCCCC4)ccc32)c1, CN(C)C=O, Cl[Pd]Cl, c1ccc(P(c2ccccc2)c2ccccc2)cc1, c1ccc(P(c2ccccc2)c2ccccc2)cc1, c1ccc(P(c2ccccc2)c2ccccc2)cc1. Product: C[Si](C)(C)C#Cc1cccc(C2CN3CCCC3c3cc(OCCCN4CCCCC4)ccc32)c1. As a reaction SMILES: [CH3:31][Si:32]([CH3:33])([CH3:34])[C:35]#[CH:36].[I:1][c:2]1[cH:3][c:4]([CH:8]2[CH2:9][N:10]3[CH:11]([c:12]4[cH:13][c:14]([O:18][CH2:19][CH2:20][CH2:21][N:22]5[CH2:23][CH2:24][CH2:25][CH2:26][CH2:27]5)[cH:15][cH:16][c:17]42)[CH2:28][CH2:29][CH2:30]3)[cH:5][cH:6][cH:7]1.[O:97]=[CH:98][N:99]([CH3:100])[CH3:101].[Pd:56]([Cl:57])[Cl:58].[c:37]1([P:38]([c:39]2[cH:40][cH:41][cH:42][cH:43][cH:44]2)[c:45]2[cH:46][cH:47][cH:48][cH:49][cH:50]2)[cH:51][cH:52][cH:53][cH:54][cH:55]1.[c:59]1([P:60]([c:61]2[cH:62][cH:63][cH:64][cH:65][cH:66]2)[c:67]2[cH:68][cH:69][cH:70][cH:71][cH:72]2)[cH:73][cH:74][cH:75][cH:76][cH:77]1.[c:78]1([P:79]([c:80]2[cH:81][cH:82][cH:83][cH:84][cH:85]2)[c:86]2[cH:87][cH:88][cH:89][cH:90][cH:91]2)[cH:92][cH:93][cH:94][cH:95][cH:96]1>>[c:2]1([C:36]#[C:35][Si:32]([CH3:31])([CH3:33])[CH3:34])[cH:3][c:4]([CH:8]2[CH2:9][N:10]3[CH:11]([c:12]4[cH:13][c:14]([O:18][CH2:19][CH2:20][CH2:21][N:22]5[CH2:23][CH2:24][CH2:25][CH2:26][CH2:27]5)[cH:15][cH:16][c:17]42)[CH2:28][CH2:29][CH2:30]3)[cH:5][cH:6][cH:7]1. The reactants are C(C1=CC=C(C=C1)OC)#N (anisonitrile), NO (hydroxylamine). The solvent is C(C)O (ethanol). The product is O\N=C(\C1=CC=C(C=C1)OC)/N ((Z)-N′-hydroxy-4-methoxybenzamidine). The yield is 99.0%. RXN SMILES: [C:1](#[N:10])[C:2]1[CH:7]=[CH:6][C:5]([O:8][CH3:9])=[CH:4][CH:3]=1.[NH2:11][OH:12]>C(O)C>[OH:12]/[N:11]=[C:1](\[NH2:10])/[C:2]1[CH:7]=[CH:6][C:5]([O:8][CH3:9])=[CH:4][CH:3]=1. Reported procedure: A solution of anisonitrile (300 mg, 2.25 mmol) and hydroxylamine (275 μL, 9.01 mmol) in ethanol (5.0 mL) was refluxed for 3 hours. The reaction was cooled and then concentrated in vacuo to give the product (370 mg, 99%), which immediately formed white crystals and was taken to the next step without further purification. A small quantity was purified by column chromatography over silica gel (Hex/EtOAc 1:8) to give the product (370 mg, 99%) as a white solid. 1H NMR (500 MHz, CDCL3) δ(ppm): 3.83 (3... The reactants are CCCCCCCCOc1ccc(Br)cc1, [Li]CCCC, CCCCCC, c1ccccc1. Product: [Li]c1ccc(OCCCCCCCC)cc1. RXN SMILES: [Br:1][c:2]1[cH:3][cH:4][c:5]([O:8][CH2:9][CH2:10][CH2:11][CH2:12][CH2:13][CH2:14][CH2:15][CH3:16])[cH:6][cH:7]1.[CH2:17]([CH2:18][CH2:19][CH3:20])[Li:21].[CH3:28][CH2:29][CH2:30][CH2:31][CH2:32][CH3:33].[cH:22]1[cH:23][cH:24][cH:25][cH:26][cH:27]1>>[c:2]1([Li:21])[cH:3][cH:4][c:5]([O:8][CH2:9][CH2:10][CH2:11][CH2:12][CH2:13][CH2:14][CH2:15][CH3:16])[cH:6][cH:7]1. The reactants are COC(=O)N1CCC(c2ccccc2)(C(O)c2ccc3c(ccn3[Si](C(C)C)(C(C)C)C(C)C)c2)C1, Cc1ccccc1. The product is COC(=O)N1CCC(C(=O)c2ccc3c(ccn3[Si](C(C)C)(C(C)C)C(C)C)c2)(c2ccccc2)C1. Reaction SMILES: [CH3:1][O:2][C:3](=[O:4])[N:5]1[CH2:6][C:7]([c:10]2[cH:11][cH:12][cH:13][cH:14][cH:15]2)([CH:16]([c:17]2[cH:18][c:19]3[cH:20][cH:21][n:22]([Si:26]([CH:27]([CH3:28])[CH3:29])([CH:30]([CH3:31])[CH3:32])[CH:33]([CH3:34])[CH3:35])[c:23]3[cH:24][cH:25]2)[OH:36])[CH2:8][CH2:9]1.[CH3:37][c:38]1[cH:39][cH:40][cH:41][cH:42][cH:43]1>>[CH3:1][O:2][C:3](=[O:4])[N:5]1[CH2:6][C:7]([c:10]2[cH:11][cH:12][cH:13][cH:14][cH:15]2)([C:16]([c:17]2[cH:18][c:19]3[cH:20][cH:21][n:22]([Si:26]([CH:27]([CH3:28])[CH3:29])([CH:30]([CH3:31])[CH3:32])[CH:33]([CH3:34])[CH3:35])[c:23]3[cH:24][cH:25]2)=[O:36])[CH2:8][CH2:9]1. Reactants: C[Si](C)(C)C#C (trimethylsilyl acetylene), C(CCC)[Li] (n-butyllithium), C(OCC)(OCC)(OCC)OCC (tetraethyl orthocarbonate), F[B-](F)(F)F.C(C)O[C+](OCC)OCC (triethoxycarbenium tetrafluoroborate), B(F)(F)F.CCOCC (Boron trifluoride diethyl etherate), C([O-])([O-])=O.[K+].[K+] (potassium carbonate). Solvent: C(C)OCC (diethyl ether), C(C)OCC (diethyl ether), C(C)OCC (diethyl ether). Procedure: Boron trifluoride diethyl etherate (36.0 mL, 280 mmol) was added to diethyl ether (50 mL) under argon. The mixture was transferred to a dropping funnel and added dropwise under argon to a solution of tetraethyl orthocarbonate (40.0 g, 208 mmol) in diethyl ether (100 mL) at 0° C. After the addition was complete, the mixture was stirred for 5 min and then cooled to −78° C. In a separate reaction flask, n-butyllithium (166 mL, 2.5 M solution in hexanes, 416 mmol) was added dropwise to a solution of... Reaction SMILES: B(F)(F)F.CCOCC.[C:10]([O:20][CH2:21][CH3:22])([O:17][CH2:18][CH3:19])([O:14][CH2:15][CH3:16])OCC.C([Li])CCC.[CH3:28][Si:29]([C:32]#[CH:33])([CH3:31])[CH3:30].F[B-](F)(F)F.C(O[C+](OCC)OCC)C.C(=O)([O-])[O-].[K+].[K+]>C(OCC)C>[CH3:28][Si:29]([CH3:31])([CH3:30])[C:32]#[C:33][C:10]([O:14][CH2:15][CH3:16])([O:17][CH2:18][CH3:19])[O:20][CH2:21][CH3:22] |f:0.1,5.6,7.8.9|. Product: C[Si](C#CC(OCC)(OCC)OCC)(C)C (Trimethyl-triethoxyprop-1-ynyl-silane). Run at temperature -78 celsius, time 5 minute. Isolated yield 98.4%. Starting materials: CC(C)O, O=C(O)c1cc(N[SH](=O)=O)ccc1Cl, O=S(=O)(O)O. Yields the product CC(C)OC(=O)c1cc(N[SH](=O)=O)ccc1Cl. RXN SMILES: [CH:20]([CH3:21])([CH3:22])[OH:23].[Cl:6][c:7]1[c:8]([C:9](=[O:10])[OH:11])[cH:12][c:13]([NH:16][SH:17](=[O:18])=[O:19])[cH:14][cH:15]1.[S:1](=[O:2])(=[O:3])([OH:4])[OH:5]>>[Cl:6][c:7]1[c:8]([C:9]([O:10][CH:20]([CH3:21])[CH3:22])=[O:11])[cH:12][c:13]([NH:16][SH:17](=[O:18])=[O:19])[cH:14][cH:15]1. Reactants: COC(=O)C=1OC(=CC1)Br (5-bromo-furan-2-carboxylic acid methyl ester), C(C)(C)(C)OC(NCC#C)=O (prop-2-ynyl-carbamic acid tert-butyl ester). Product: COC(=O)C=1OC(=CC1)C#CCNC(=O)OC(C)(C)C (5-(3-tert-Butoxycarbonylamino-prop-1-ynyl)-furan-2-carboxylic acid methyl ester). Reaction SMILES: [CH3:1][O:2][C:3]([C:5]1[O:6][C:7](Br)=[CH:8][CH:9]=1)=[O:4].[C:11]([O:15][C:16](=[O:21])[NH:17][CH2:18][C:19]#[CH:20])([CH3:14])([CH3:13])[CH3:12]>>[CH3:1][O:2][C:3]([C:5]1[O:6][C:7]([C:20]#[C:19][CH2:18][NH:17][C:16]([O:15][C:11]([CH3:14])([CH3:13])[CH3:12])=[O:21])=[CH:8][CH:9]=1)=[O:4]. Reported procedure: The title compound of Step A was prepared from 5-bromo-furan-2-carboxylic acid methyl ester and prop-2-ynyl-carbamic acid tert-butyl ester as described in Step A of Preparation 2. Starting materials: CS(C)=O, CCN(C(C)C)C(C)C, OCCCC1CCCCC1, ClCCl. The product is O=CCCC1CCCCC1. RXN SMILES: [CH3:11][S:12](=[O:13])[CH3:14].[CH:15]([N:16]([CH2:17][CH3:18])[CH:19]([CH3:20])[CH3:21])([CH3:22])[CH3:23].[CH:1]1([CH2:7][CH2:8][CH2:9][OH:10])[CH2:2][CH2:3][CH2:4][CH2:5][CH2:6]1.[Cl:24][CH2:25][Cl:26]>>[CH:1]1([CH2:7][CH2:8][CH:9]=[O:10])[CH2:2][CH2:3][CH2:4][CH2:5][CH2:6]1. Reactants: FC(C=1C=C(OC2CNC2)C=CC1)(F)F (3-[3-(trifluoromethyl)phenoxy]azetidine), C(C1=CC=CC=C1)(C1=CC=CC=C1)N1CC(C1)OC1=CC(=CC=C1)C(F)(F)F (1-benzhydryl-3-[3-(trifluoromethyl)phenoxy]azetidine), CN=C=S (methylisothiocyanate). Solvent: C(Cl)Cl (methylene chloride), C(Cl)Cl (methylene chloride). Run at time 16 hour. Yields the product CNC(=S)N1CC(C1)OC1=CC(=CC=C1)C(F)(F)F (N-Methyl-3-[3-(trifluoromethyl)phenoxy]-1-azetidinecarbothioamide). RXN SMILES: [F:1][C:2]([F:15])([F:14])[C:3]1[CH:4]=[C:5]([CH:11]=[CH:12][CH:13]=1)[O:6][CH:7]1[CH2:10][NH:9][CH2:8]1.C(N1CC(OC2C=CC=C(C(F)(F)F)C=2)C1)(C1C=CC=CC=1)C1C=CC=CC=1.[CH3:44][N:45]=[C:46]=[S:47]>C(Cl)Cl>[CH3:44][NH:45][C:46]([N:9]1[CH2:10][CH:7]([O:6][C:5]2[CH:11]=[CH:12][CH:13]=[C:3]([C:2]([F:1])([F:14])[F:15])[CH:4]=2)[CH2:8]1)=[S:47]. Reported procedure: Crude 3-[3-(trifluoromethyl)phenoxy]azetidine from catalytic debenzylation of 26.0 g (0.078 mole) of 1-benzhydryl-3-[3-(trifluoromethyl)phenoxy]azetidine was dissolved in 100 ml of methylene chloride and treated dropwise under a nitrogen atmosphere with a solution of 5.0 g (0.0678 mole) of methylisothiocyanate in 15 ml of methylene chloride. The reaction mixture was stirred for 16 hr at ambient temperature and let stand over the weekend. The solution was filtered through a celite filter pad to r... Reactants: C=C(C(=O)OC(C)(C)C)C(=O)OC(C)(C)C, ClCCl, CCOC(C)=O, [Cl-], [Cl-], [Cl-], [Cl-], CCOC(=O)c1cn(NC)c2c(F)c(F)c(F)cc2c1=O, C1CCOC1, O, [Ti+4]. Product: CCOC(=O)c1cn(N(C)CC(C(=O)OC(C)(C)C)C(=O)OC(C)(C)C)c2c(F)c(F)c(F)cc2c1=O. As a reaction SMILES: [C:30]([CH3:31])([CH3:32])([CH3:33])[O:34][C:35](=[O:36])[C:37]([C:38](=[O:39])[O:40][C:41]([CH3:42])([CH3:43])[CH3:44])=[CH2:45].[CH2:1]([Cl:2])[Cl:3].[CH3:52][CH2:53][O:54][C:55](=[O:56])[CH3:57].[Cl-:46].[Cl-:47].[Cl-:48].[Cl-:49].[F:9][c:10]1[cH:11][c:12]2[c:13](=[O:29])[c:14]([C:24](=[O:25])[O:26][CH2:27][CH3:28])[cH:15][n:16]([NH:22][CH3:23])[c:17]2[c:18]([F:21])[c:19]1[F:20].[O:4]1[CH2:5][CH2:6][CH2:7][CH2:8]1.[OH2:51].[Ti+4:50]>>[F:9][c:10]1[cH:11][c:12]2[c:13](=[O:29])[c:14]([C:24](=[O:25])[O:26][CH2:27][CH3:28])[cH:15][n:16]([N:22]([CH3:23])[CH2:45][CH:37]([C:35]([O:34][C:30]([CH3:31])([CH3:32])[CH3:33])=[O:36])[C:38](=[O:39])[O:40][C:41]([CH3:42])([CH3:43])[CH3:44])[c:17]2[c:18]([F:21])[c:19]1[F:20].